This data is from the Open Reaction Database (ORD), a public repository of structured organic reaction records. The task is: describe an organic reaction: reactants, conditions, products, and yield Starting materials: C(C)(C)NC(C)C (diisopropyl amine), N1=CC=CC2=CC=C3C=CC=NC3=C12 (phenanthroline), FC(C1=CC=C(C=C1)NC(=O)N1N=C(C(C1)C)C1=CC=C(C=C1)Cl)(F)F (N-(4-trifluoromethylphenyl)-3-(4-chlorophenyl)-4-methyl-4,5-dihydro-1H-pyrazole-1-carboxamide), C(CCC)[Li] (n-butyllithium), compound 149, C(C)(=O)OCC (ethyl acetate). The solvent is O1CCCC1 (tetrahydrofuran), CCCCCC (hexane), O1CCCC1 (tetrahydrofuran). Conditions: temperature -70 celsius, time 40 minute. Yields the product FC(C1=CC=C(C=C1)NC(=O)N1N=C(C(C1)(C(C)=O)C)C1=CC=C(C=C1)Cl)(F)F (N-(4-trifluoromethylphenyl)-3-(4-chlorophenyl)-4-methyl-4-acetyl-4,5-dihydro-1H-pyrazole-1-carboxamide). As a reaction SMILES: C(NC(C)C)(C)C.N1C2C(=CC=C3C=2N=CC=C3)C=CC=1.C([Li])CCC.[F:27][C:28]([F:52])([F:51])[C:29]1[CH:34]=[CH:33][C:32]([NH:35][C:36]([N:38]2[CH2:42][CH:41]([CH3:43])[C:40]([C:44]3[CH:49]=[CH:48][C:47]([Cl:50])=[CH:46][CH:45]=3)=[N:39]2)=[O:37])=[CH:31][CH:30]=1.C([O:56][CH2:57][CH3:58])(=O)C>O1CCCC1.CCCCCC>[F:52][C:28]([F:27])([F:51])[C:29]1[CH:34]=[CH:33][C:32]([NH:35][C:36]([N:38]2[CH2:42][C:41]([CH3:43])([C:57](=[O:56])[CH3:58])[C:40]([C:44]3[CH:45]=[CH:46][C:47]([Cl:50])=[CH:48][CH:49]=3)=[N:39]2)=[O:37])=[CH:31][CH:30]=1. Procedure details: To 14 ml (102 mmole) of diisopropyl amine and 1 mg of phenanthroline in 150 ml of tetrahydrofuran cooled to -30° C. was added 40 ml (100 mmole) of 2.5M n-butyllithium in hexane. After stirring for 5 minutes a solution of 15 g (39 mmole) of N-(4-trifluoromethylphenyl)-3-(4-chlorophenyl)-4-methyl-4,5-dihydro-1H-pyrazole-1-carboxamide (U.S. Pat. No. 4,663,341, see experimental for compound 149) in 25 ml of tetrahydrofuran was added while maintaining the internal temperature between -30° C and -40° ... Starting materials: CCOC(=O)c1cc2ccc(C(O)(CC)CC)cc2s1, Cc1ccccc1O, ClCCl. The product is CCOC(=O)c1cc2ccc(C(CC)(CC)c3ccc(O)c(C)c3)cc2s1. RXN SMILES: [CH2:1]([CH3:2])[O:3][C:4](=[O:5])[c:6]1[cH:7][c:8]2[c:9]([s:10]1)[cH:11][c:12]([C:15]([CH2:16][CH3:17])([OH:18])[CH2:19][CH3:20])[cH:13][cH:14]2.[CH3:21][c:22]1[cH:23][cH:24][cH:25][cH:26][c:27]1[OH:28].[Cl:29][CH2:30][Cl:31]>>[CH2:1]([CH3:2])[O:3][C:4](=[O:5])[c:6]1[cH:7][c:8]2[c:9]([s:10]1)[cH:11][c:12]([C:15]([CH2:16][CH3:17])([CH2:19][CH3:20])[c:24]1[cH:23][c:22]([CH3:21])[c:27]([OH:28])[cH:26][cH:25]1)[cH:13][cH:14]2. The reactants are C(=C\C1=CC=CC=C1)/C=1NC=CC1 ((E)-2-styrylpyrrole), O (water), BrCC(=O)OC (methyl bromoacetate), [H-].[Na+] (Sodium hydride). Run in CN(C=O)C (DMF), CN(C=O)C (DMF), petrol, petrol, CN(C=O)C (dimethylformamide). Product: C(=CC1=CC=CC=C1)C=1N(C=CC1)CC(=O)OC (methyl (2-styrylpyrrol-1-yl)acetate). Yield: 34.5%. Reaction SMILES: [H-].[Na+].[CH:3](/[C:11]1[NH:12][CH:13]=[CH:14][CH:15]=1)=[CH:4]\[C:5]1[CH:10]=[CH:9][CH:8]=[CH:7][CH:6]=1.Br[CH2:17][C:18]([O:20][CH3:21])=[O:19].O>CN(C)C=O>[CH:3]([C:11]1[N:12]([CH2:17][C:18]([O:20][CH3:21])=[O:19])[CH:13]=[CH:14][CH:15]=1)=[CH:4][C:5]1[CH:10]=[CH:9][CH:8]=[CH:7][CH:6]=1 |f:0.1|. Procedure: Sodium hydride (0.3 g, 0.0063 mol) was washed with petrol 60°-80° and suspended in dimethylformamide (DMF, 25 ml). The (E)-2-styrylpyrrole (1.0 g, 0.006 mol) in DMF (10 ml) was added dropwise at room temperature. After stirring for 11/2 hours, methyl bromoacetate (0.56 ml, 0.006 mol) in DMF (5 ml) was added dropwise. After 16 hours it was poured into water (200 ml) and extracted with ether (3×100 ml). The extracts were washed with brine dried and evaporated under reduced pressure to give a brown... Starting materials: COC=1C=C(C=CC1[N+](=O)[O-])N1CCC(CC1)=O (1-(3-Methoxy-4-nitrophenyl)piperidin-4-one), COC=1C=C(C=CC1[N+](=O)[O-])N1CCC(CC1)=O (1-(3-Methoxy-4-nitrophenyl)piperidin-4-one), C(C)(C)N1CCNCC1 (1-isopropylpiperazine). The product is C(C)(C)N1CCN(CC1)C1CCN(CC1)C1=CC(=C(C=C1)[N+](=O)[O-])OC (1-Isopropyl-4-(1-(3-methoxy-4-nitrophenyl)piperidin-4-yl)piperazine). As a reaction SMILES: [CH3:1][O:2][C:3]1[CH:4]=[C:5]([N:12]2[CH2:17][CH2:16][C:15](=O)[CH2:14][CH2:13]2)[CH:6]=[CH:7][C:8]=1[N+:9]([O-:11])=[O:10].[CH:19]([N:22]1[CH2:27][CH2:26][NH:25][CH2:24][CH2:23]1)([CH3:21])[CH3:20]>>[CH:19]([N:22]1[CH2:27][CH2:26][N:25]([CH:15]2[CH2:16][CH2:17][N:12]([C:5]3[CH:6]=[CH:7][C:8]([N+:9]([O-:11])=[O:10])=[C:3]([O:2][CH3:1])[CH:4]=3)[CH2:13][CH2:14]2)[CH2:24][CH2:23]1)([CH3:21])[CH3:20]. Procedure: Starting materials: 1-(3-methoxy-4-nitrophenyl)piperidin-4-one (INTERMEDIATE 18) and 1-isopropylpiperazine. m/z 363. Starting materials: O (water), C(C)OC(C1=C(C(=NC=C1)Cl)Cl)=O (2,3-dichloroisonicotinic acid ethyl ester), C(=O)([O-])[O-].[K+].[K+] (K2CO3), CB1OB(OB(O1)C)C (trimethylboroxine). Reagents/catalysts: C=1C=CC(=CC1)[P](C=2C=CC=CC2)(C=3C=CC=CC3)[Pd]([P](C=4C=CC=CC4)(C=5C=CC=CC5)C=6C=CC=CC6)([P](C=7C=CC=CC7)(C=8C=CC=CC8)C=9C=CC=CC9)[P](C=1C=CC=CC1)(C=1C=CC=CC1)C=1C=CC=CC1 (tetrakis(triphenylphosphine)palladium). The solvent is O1CCOCC1 (dioxane). The product is C(C)OC(C1=C(C(=NC=C1)C)Cl)=O (3-chloro-2-methylisonicotinic acid ethyl ester). Reaction SMILES: [CH2:1]([O:3][C:4](=[O:13])[C:5]1[CH:10]=[CH:9][N:8]=[C:7](Cl)[C:6]=1[Cl:12])[CH3:2].[C:14]([O-])([O-])=O.[K+].[K+].CB1OB(C)OB(C)O1.O>O1CCOCC1.C1C=CC([P]([Pd]([P](C2C=CC=CC=2)(C2C=CC=CC=2)C2C=CC=CC=2)([P](C2C=CC=CC=2)(C2C=CC=CC=2)C2C=CC=CC=2)[P](C2C=CC=CC=2)(C2C=CC=CC=2)C2C=CC=CC=2)(C2C=CC=CC=2)C2C=CC=CC=2)=CC=1>[CH2:1]([O:3][C:4](=[O:13])[C:5]1[CH:10]=[CH:9][N:8]=[C:7]([CH3:14])[C:6]=1[Cl:12])[CH3:2] |f:1.2.3,^1:39,41,60,79|. Reported procedure: A mixture of 2,3-dichloroisonicotinic acid ethyl ester (3.15 mmol), K2CO3 (4.73 mmol) and trimethylboroxine (3.15 mmol) in 4 mL dioxane was degassed with Ar. Then, tetrakis(triphenylphosphine)palladium (0.31 mmol) was added and the mixture was heated to reflux overnight. At RT, the reaction mixture was poured into water and extracted with DCM. The combined organic layers were dried over K2CO3, filtered over a pad of celite and concentrated in vacuo. Purification by CC (KP-SIL™ from Biotage) usin... Starting materials: C(C=C)ON=C1C[C@H](N(C1)C(=O)OC(C)(C)C)C(=O)O ((2S,4EZ)-4-[(allyloxy)-imino]-1-(tert-butoxycarbonyl)-2-pyrrolidinecarboxylic acid), COCCN (2-methoxyethyl-amine). Product: C(C=C)ON=C1C[C@H](NC1)C(=O)NCCOC ((2S,4EZ)-4-[(allyloxy)imino]-N-(2-methoxyethyl)-2-pyrrolidinecarboxamide). Reaction SMILES: [CH2:1]([O:4][N:5]=[C:6]1[CH2:10][N:9](C(OC(C)(C)C)=O)[C@H:8]([C:18]([OH:20])=O)[CH2:7]1)[CH:2]=[CH2:3].[CH3:21][O:22][CH2:23][CH2:24][NH2:25]>>[CH2:1]([O:4][N:5]=[C:6]1[CH2:10][NH:9][C@H:8]([C:18]([NH:25][CH2:24][CH2:23][O:22][CH3:21])=[O:20])[CH2:7]1)[CH:2]=[CH2:3]. Procedure: Following the general method as outlined in Example 22, starting from (2S,4EZ)-4-[(allyloxy)-imino]-1-(tert-butoxycarbonyl)-2-pyrrolidinecarboxylic acid, and 2-methoxyethyl-amine the title compound was obtained in 100% purity by LC/MS. MS(ESI+): m/z=242.0. The reactants are O=C([O-])[O-], COS(=O)(=O)OC, CC(C)=O, Cc1ccc2c(NC(=O)C(F)(F)F)noc2c1I, [K+], [K+]. Yields the product Cc1ccc2c(N(C)C(=O)C(F)(F)F)noc2c1I. Reaction SMILES: [C:26](=[O:27])([O-:28])[O-:29].[CH3:19][O:20][S:21]([O:22][CH3:23])(=[O:24])=[O:25].[CH3:32][C:33](=[O:34])[CH3:35].[F:1][C:2]([C:3](=[O:4])[NH:5][c:6]1[n:7][o:8][c:9]2[c:10]1[cH:11][cH:12][c:13]([CH3:16])[c:14]2[I:15])([F:17])[F:18].[K+:30].[K+:31]>>[F:1][C:2]([C:3](=[O:4])[N:5]([c:6]1[n:7][o:8][c:9]2[c:10]1[cH:11][cH:12][c:13]([CH3:16])[c:14]2[I:15])[CH3:19])([F:17])[F:18].